Task: describe an organic reaction: reactants, conditions, products, and yield. Dataset: the Open Reaction Database (ORD), a public repository of structured organic reaction records The reactants are CC(C)(C)OC(=O)c1ccc(-c2cccc(CO)c2)cc1Nc1ccc(F)cc1, O=C(O)C(F)(F)F. The product is O=C(O)c1ccc(-c2cccc(CO)c2)cc1Nc1ccc(F)cc1. Reaction SMILES: [F:1][c:2]1[cH:3][cH:4][c:5]([NH:6][c:7]2[c:8]([C:9](=[O:10])[O:11][C:12]([CH3:13])([CH3:14])[CH3:15])[cH:16][cH:17][c:18](-[c:20]3[cH:21][c:22]([CH2:26][OH:27])[cH:23][cH:24][cH:25]3)[cH:19]2)[cH:28][cH:29]1.[OH:30][C:31]([C:32]([F:33])([F:34])[F:35])=[O:36]>>[F:1][c:2]1[cH:3][cH:4][c:5]([NH:6][c:7]2[c:8]([C:9](=[O:10])[OH:11])[cH:16][cH:17][c:18](-[c:20]3[cH:21][c:22]([CH2:26][OH:27])[cH:23][cH:24][cH:25]3)[cH:19]2)[cH:28][cH:29]1. Starting materials: [H-].[Na+] (sodium hydride), C1(NNC(C2=CC=CC=C12)=O)=O (2,3-dihydrophthalazine-1,4-dione), C(C)OC(CBr)=O (ethylbromoacetate). Run in CN(C=O)C (dimethylformamide). Yields the product C(=O)(OCC)CN1C(C2=CC=CC=C2C(N1)=O)=O (2-(1'-carbethoxymethyl)-2,3-dihydrophthalazine-1,4-dione). Yield: 10.0%. As a reaction SMILES: [H-].[Na+].[C:3]1(=[O:14])[C:12]2[C:7](=[CH:8][CH:9]=[CH:10][CH:11]=2)[C:6](=[O:13])[NH:5][NH:4]1.[CH2:15]([O:17][C:18](=[O:21])[CH2:19]Br)[CH3:16]>CN(C)C=O>[C:18]([CH2:19][N:5]1[NH:4][C:3](=[O:14])[C:12]2[C:7](=[CH:8][CH:9]=[CH:10][CH:11]=2)[C:6]1=[O:13])([O:17][CH2:15][CH3:16])=[O:21] |f:0.1|. Reported procedure: A mixture of sodium hydride (0.05 g; 0.01 mol; 50% suspension in mineral oil); 2,3-dihydrophthalazine-1,4-dione (1.6 g; 0.01 mol); and ethylbromoacetate (excess) in anhydrous dimethylformamide (50 ml) was refluxed for 24 hours. The dimethylformamide solvent was then evaporated affording a gummy material. This gummy material was purified over column silica gel using chloroform: ethyl acetate (1:1) to obtain the product, 2-(1'-carbethoxymethyl)-2,3-dihydrophthalazine-1,4-dione. The reactants are COC(C(COCCBr)NS(=O)(=O)C1=CC=C(C=C1)OCC#CC)=O (3-(2-bromo-ethoxy)-2-(4-[2-butynyloxy]-benzenesulfonyl-amino)propionic acid methyl ester), C([O-])([O-])=O.[K+].[K+] (potassium carbonate). The solvent is CN(C)C=O (DMF). Conditions: time 1 hour. The product is C(C#CC)OC1=CC=C(C=C1)S(=O)(=O)N1C(COCC1)C(=O)OC (4-([4-(2-butynyloxy)phenyl]sulfonyl}-morpholine-3-carboxylic acid, methyl ester). Yield: 72.8%. RXN SMILES: [CH3:1][O:2][C:3](=[O:25])[CH:4]([NH:10][S:11]([C:14]1[CH:19]=[CH:18][C:17]([O:20][CH2:21][C:22]#[C:23][CH3:24])=[CH:16][CH:15]=1)(=[O:13])=[O:12])[CH2:5][O:6][CH2:7][CH2:8]Br.C(=O)([O-])[O-].[K+].[K+]>CN(C=O)C>[CH2:21]([O:20][C:17]1[CH:18]=[CH:19][C:14]([S:11]([N:10]2[CH2:8][CH2:7][O:6][CH2:5][CH:4]2[C:3]([O:2][CH3:1])=[O:25])(=[O:13])=[O:12])=[CH:15][CH:16]=1)[C:22]#[C:23][CH3:24] |f:1.2.3|. Procedure: To a solution of 3-(2-bromo-ethoxy)-2-(4-[2-butynyloxy]-benzenesulfonyl-amino)propionic acid methyl ester (0.15 g, 0.35 mmol) dissolved in DMF (2 mL) and cooled in an ice bath was added potassium carbonate (0.16 g, 1.15 mmol) and the reaction was stirred at room temperature for 1 hour. After removing the solvent, the residue was extracted with ethyl acetate and water. The organic layer was washed with water and brine, dried over sodium sulfate, filtered, and concentrated to give 0.09 g of 4-([4-... RXN SMILES: [CH3:1][C:2]1[CH:7]=[CH:6][CH:5]=[C:4]([CH3:8])[C:3]=1[NH:9][C:10](=[O:32])[CH2:11][N:12]1[CH2:17][CH2:16][N:15]([CH2:18][CH:19]([OH:31])[CH2:20][O:21][CH:22]2CC3C(=CC=CC=3)C2)[CH2:14][CH2:13]1.C(OC[C:39]1[CH:44]=[CH:43][CH:42]=[CH:41][CH:40]=1)C1OC1.O1CC1COC1CC2C(=CC=CC=2)C1>>[CH3:8][C:4]1[CH:5]=[CH:6][CH:7]=[C:2]([CH3:1])[C:3]=1[NH:9][C:10](=[O:32])[CH2:11][N:12]1[CH2:17][CH2:16][N:15]([CH2:18][CH:19]([OH:31])[CH2:20][O:21][CH2:22][C:39]2[CH:44]=[CH:43][CH:42]=[CH:41][CH:40]=2)[CH2:14][CH2:13]1. Product: CC1=C(C(=CC=C1)C)NC(CN1CCN(CC1)CC(COCC1=CC=CC=C1)O)=O (N-(2,6-dimethylphenyl)-2-{4-[2-hydroxy-3 (phenylmethoxy)propyl]piperazinyl}acetamide). Reactants: CC1=C(C(=CC=C1)C)NC(CN1CCN(CC1)CC(COC1CC2=CC=CC=C2C1)O)=O (N-(2,6-dimethylphenyl)-2-[4-(2-hydroxy-3-indan-2-yloxypropyl)piperazinyl]acetamide), C(C1CO1)OCC1=CC=CC=C1 (benzyl glycidyl ether), O1C(C1)COC1CC2=CC=CC=C2C1 (2-(oxiran-2-ylmethoxy)indane). Procedure details: Compound 11 was prepared in a similar manner to compound 7, substituting the commercially available benzyl glycidyl ether for 2-(oxiran-2-ylmethoxy)indane in part D to afford 11. Mass Spectrum (M+1)=412.36. The reactants are ClC=1C(=C2C=CC(=NC2=CC1)N1C[C@H](CCC1)NCCO[Si](C)(C)C(C)(C)C)NC(CC1CCCCC1)=O (N-[6-chloro-2-[(3S)-3-[[2-[[(1,1-dimethylethyl)dimethylsilyl]oxy]ethyl]amino]-1-piperidinyl]-5-quinolinyl]-cyclohexaneacetamide), Cl (hydrogen chloride). Solvent: O1CCOCC1 (1,4-dioxane). The product is ClC=1C(=C2C=CC(=NC2=CC1)N1C[C@H](CCC1)NCCO)NC(CC1CCCCC1)=O (N-[6-Chloro-2-[(3S)-3-[(2-hydroxyethyl)amino]-1-piperidinyl]-5-quinolinyl]-cyclohexaneacetamide). The yield is 35.2%. As a reaction SMILES: [Cl:1][C:2]1[C:3]([NH:29][C:30](=[O:38])[CH2:31][CH:32]2[CH2:37][CH2:36][CH2:35][CH2:34][CH2:33]2)=[C:4]2[C:9](=[CH:10][CH:11]=1)[N:8]=[C:7]([N:12]1[CH2:17][CH2:16][CH2:15][C@H:14]([NH:18][CH2:19][CH2:20][O:21][Si](C(C)(C)C)(C)C)[CH2:13]1)[CH:6]=[CH:5]2.Cl>O1CCOCC1>[Cl:1][C:2]1[C:3]([NH:29][C:30](=[O:38])[CH2:31][CH:32]2[CH2:37][CH2:36][CH2:35][CH2:34][CH2:33]2)=[C:4]2[C:9](=[CH:10][CH:11]=1)[N:8]=[C:7]([N:12]1[CH2:17][CH2:16][CH2:15][C@H:14]([NH:18][CH2:19][CH2:20][OH:21])[CH2:13]1)[CH:6]=[CH:5]2. Procedure details: Prepared according to the method of example 50(b), using N-[6-chloro-2-[(3S)-3-[[2-[[(1,1-dimethylethyl)dimethylsilyl]oxy]ethyl]amino]-1-piperidinyl]-5-quinolinyl]-cyclohexaneacetamide (Example 61(a)) (200 mg) and 4M hydrogen chloride in 1,4-dioxane (2 mL). Purification (SiO2, methanol:dichloromethane 5:95 as eluant) gave the title compound as a solid (56 mg). RXN SMILES: [F:1][C:2]([F:34])([F:33])[C:3]1[CH:4]=[C:5]([C@H:13]([O:15][C@H:16]2[O:24][CH2:23][C@@H:19]3[CH2:20][NH:21][CH2:22][C@H:18]3[C@@H:17]2[C:25]2[CH:30]=[C:29]([I:31])[CH:28]=[CH:27][C:26]=2[CH3:32])[CH3:14])[CH:6]=[C:7]([C:9]([F:12])([F:11])[F:10])[CH:8]=1.[C:35](OC(=O)C)(=[O:37])[CH3:36]>>[C:35]([N:21]1[CH2:22][C@H:18]2[C@H:17]([C:25]3[CH:30]=[C:29]([I:31])[CH:28]=[CH:27][C:26]=3[CH3:32])[C@@H:16]([O:15][C@@H:13]([C:5]3[CH:6]=[C:7]([C:9]([F:12])([F:10])[F:11])[CH:8]=[C:3]([C:2]([F:1])([F:33])[F:34])[CH:4]=3)[CH3:14])[O:24][CH2:23][C@@H:19]2[CH2:20]1)(=[O:37])[CH3:36]. Reported procedure: The title compound was prepared from (3aS,6R,7R,7aR)-6-{(1R)-1-[3,5-bis(trifluoromethyl)phenyl]ethoxy}-7-(5-iodo-2-methylphenyl)octahydropyrano[3,4-c]pyrrole and acetic anhydride according to the procedures used for example 19. MS: (MH)+642. Reactants: FC(C=1C=C(C=C(C1)C(F)(F)F)[C@@H](C)O[C@@H]1[C@H]([C@H]2[C@@H](CNC2)CO1)C1=C(C=CC(=C1)I)C)(F)F ((3aS,6R,7R,7aR)-6-{(1R)-1-[3,5-bis(trifluoromethyl)phenyl]ethoxy}-7-(5-iodo-2-methylphenyl)octahydropyrano[3,4-c]pyrrole), C(C)(=O)OC(C)=O (acetic anhydride). The product is C(C)(=O)N1C[C@@H]2[C@@H](C1)[C@@H]([C@H](OC2)O[C@H](C)C2=CC(=CC(=C2)C(F)(F)F)C(F)(F)F)C2=C(C=CC(=C2)I)C ((3aS,6R,7R,7aR)-2-Acetyl-6-{(1R)-1-[3,5-bis(trifluoromethyl)phenyl]ethoxy}-7-(5-iodo-2-methylphenyl)octahydropyrano[3,4-c]pyrrole). The reactants are C(#N)C1=CC2=C(NC(C3=C(C2O)C=CC=C3)=O)C=C1 (2-cyano-11-hydroxy-5, 11-dihydro-6H-dibenz[b,e]azepin-6-one), S(=O)(Cl)Cl (thionyl chloride), N1=CC=CC=C1 (pyridine), Cl (hydrochloric acid), C(C)N(CCN)CC (N,N-diethylethylenediamine), [OH-].[Na+] (sodium hydroxide). The solvent is C(Cl)Cl (methylene chloride), O (water), C(Cl)Cl (methylene chloride), C(Cl)Cl (methylene chloride), O (water), C(Cl)Cl (methylene chloride). Reaction conditions: time 30 minute. The product is NC1=C(C=C(C=C1)C#N)C1N(C(C2=CC=CC=C12)=O)CCN(CC)CC (3-(2-amino-5-cyanophenyl)-2-(2-diethylaminoethyl)isoindolin-1-one). The yield is 40.8%. As a reaction SMILES: [C:1]([C:3]1[CH:19]=[CH:18][C:6]2[NH:7][C:8](=[O:17])[C:9]3[CH:16]=[CH:15][CH:14]=[CH:13][C:10]=3[CH:11](O)[C:5]=2[CH:4]=1)#[N:2].S(Cl)(Cl)=O.[CH2:24]([N:26]([CH2:30][CH3:31])[CH2:27][CH2:28]N)[CH3:25].Cl.[OH-].[Na+].[N:35]1C=CC=CC=1>C(Cl)Cl.O>[NH2:35][C:6]1[CH:18]=[CH:19][C:3]([C:1]#[N:2])=[CH:4][C:5]=1[CH:11]1[C:10]2[C:9](=[CH:16][CH:15]=[CH:14][CH:13]=2)[C:8](=[O:17])[N:7]1[CH2:25][CH2:24][N:26]([CH2:30][CH3:31])[CH2:27][CH3:28] |f:4.5|. Procedure: To a solution of 2.50 g of 2-cyano-11-hydroxy-5, 11-dihydro-6H-dibenz[b,e]azepin-6-one and 1.78 g of pyridine in 40 ml of methylene chloride was added 1.78 g of thionyl chloride under ice cooling. The mixture was stirred for an hour and ice cooling and then at room temperature for 30 minutes. The reaction solution was added to a solution of 5.81 g of N,N-diethylethylenediamine in 50 ml of methylene chloride at -5° to 0° C. with stirring. After stirring for an hour under ice cooling, 5 ml of wate... The reactants are C1CCN2C1C(NC1=C(C2=O)C=CC=C1)=O (1,2,3,11a-tetrahydro-5H-pyrrolo[2,1-c] [1,4]benzodiazepin-5,11(10H)-dione), C[O-].[Na+] (sodium methylate), CI (methyl iodide). Solvent: C(C)O (ethanol). Conditions: time 6 hour. The product is CN1C(C2N(C(C3=C1C=CC=C3)=O)CCC2)=O (Racemic 1,2,3,11a-Tetrahydro-10-methyl-5H-pyrrolo[2,1-c] [1,4]benzodiazepin-5,11(10H)-dione). As a reaction SMILES: [CH2:1]1[CH:5]2[C:6](=[O:16])[NH:7][C:8]3[CH:15]=[CH:14][CH:13]=[CH:12][C:9]=3[C:10](=[O:11])[N:4]2[CH2:3][CH2:2]1.[CH3:17][O-].[Na+].CI>C(O)C>[CH3:17][N:7]1[C:8]2[CH:15]=[CH:14][CH:13]=[CH:12][C:9]=2[C:10](=[O:11])[N:4]2[CH2:3][CH2:2][CH2:1][CH:5]2[C:6]1=[O:16] |f:1.2|. Reported procedure: A mixture of 4.32 g. of 1,2,3,11a-tetrahydro-5H-pyrrolo[2,1-c] [1,4]benzodiazepin-5,11(10H)-dione, 1.2 g. of sodium methylate and 40 ml. of ethanol is stirred at room temperature for 3 houRS and 3 ml. of methyl iodide is added. The reaction mixture is stirred for 6 hours longer and concentrated. The residue is mixed with benzene and water and the layers are separated. The benzene layer is washed with water and concentrated. The product is further purified by recrystallization from ethyl acetate ... The reactants are C(CCC)[Li] (n-butyllithium), BrC1=CC=2C3(C4=CC=CC=C4C2C=C1)C1=CC=CC=C1C=1C=CC=CC13 (2-bromo-9,9′-spirobifluorene), S(=O)(Cl)Cl (thionyl chloride), O (water). Solvent: C1CCOC1 (THF), C1CCOC1 (THF). Reaction conditions: temperature -78 celsius, time 3 hour. Product: C1=C(C=CC=2C3=CC=CC=C3C3(C12)C1=CC=CC=C1C=1C=CC=CC13)S(=O)C1=CC=3C2(C4=CC=CC=C4C3C=C1)C1=CC=CC=C1C=1C=CC=CC12 (Bis(9,9′-spirobifluoren-2-yl)sulfoxide). RXN SMILES: [CH2:1]([Li])[CH2:2][CH2:3][CH3:4].Br[C:7]1[CH:19]=[CH:18][C:17]2[C:16]3[C:11](=[CH:12][CH:13]=[CH:14][CH:15]=3)[C:10]3([C:31]4[CH:30]=[CH:29][CH:28]=[CH:27][C:26]=4[C:25]4[C:20]3=[CH:21][CH:22]=[CH:23][CH:24]=4)[C:9]=2[CH:8]=1.[S:32](Cl)(Cl)=[O:33].O>C1COCC1>[CH:1]1[C:31]2[C:10]3([C:9]4[CH:8]=[CH:7][CH:19]=[CH:18][C:17]=4[C:16]4[C:11]3=[CH:12][CH:13]=[CH:14][CH:15]=4)[C:20]3[C:25](=[CH:24][CH:23]=[CH:22][CH:21]=3)[C:26]=2[CH:4]=[CH:3][C:2]=1[S:32]([C:7]1[CH:8]=[CH:9][C:17]2[C:16]3[C:11](=[CH:12][CH:13]=[CH:14][CH:15]=3)[C:10]3([C:31]4[CH:30]=[CH:29][CH:28]=[CH:27][C:26]=4[C:25]4[C:20]3=[CH:21][CH:22]=[CH:23][CH:24]=4)[C:18]=2[CH:19]=1)=[O:33]. Procedure: 110 ml (275 mmol) of an n-butyllithium solution (2.5 M in hexane) were added dropwise to a suspension, cooled to −78° C., of 98.8 g (250 mmol) of 2-bromo-9,9′-spirobifluorene in 1500 ml of THF at such a rate that the temperature did not rise above −65° C. The reaction mixture was stirred at −78° C. for 3 h and then admixed dropwise with a mixture of 7.2 ml (125 mmol) of thionyl chloride and 300 ml of THF, and subsequently stirred at −78° C. for a further 3 h. After the reaction mixture had been ... Reactants: C(=O)([O-])[O-].[K+].[K+] (K2CO3), Cl (HCl), CCCC1=C(C=CC(=C1O)C(=O)C)O (2,4-dihydroxy-3-propylacetophenone), BrCC1=CC=C(OCC(=O)OCC)C=C1 (ethyl 4-bromomethylphenoxyacetate). Solvent: CC(=O)C (acetone), O (H2O). Product: C(C)(=O)C1=C(C(=C(OCC2=CC=C(OCC(=O)OCC)C=C2)C=C1)CCC)O (Ethyl 4-(4-acetyl-3-hydroxy-2-propylphenoxy)methylphenoxyacetate). RXN SMILES: [CH3:1][CH2:2][CH2:3][C:4]1[C:9]([OH:10])=[C:8]([C:11]([CH3:13])=[O:12])[CH:7]=[CH:6][C:5]=1[OH:14].Br[CH2:16][C:17]1[CH:29]=[CH:28][C:20]([O:21][CH2:22][C:23]([O:25][CH2:26][CH3:27])=[O:24])=[CH:19][CH:18]=1.C([O-])([O-])=O.[K+].[K+].Cl>CC(C)=O.O>[C:11]([C:8]1[CH:7]=[CH:6][C:5]([O:14][CH2:16][C:17]2[CH:29]=[CH:28][C:20]([O:21][CH2:22][C:23]([O:25][CH2:26][CH3:27])=[O:24])=[CH:19][CH:18]=2)=[C:4]([CH2:3][CH2:2][CH3:1])[C:9]=1[OH:10])(=[O:12])[CH3:13] |f:2.3.4|. Reported procedure: A solution of 1 g (5.15 mmoles) of 2,4-dihydroxy-3-propylacetophenone and 2.0 g (5.15 mmoles) of ethyl 4-bromomethylphenoxyacetate in 50 ml of dry acetone was stirred and refluxed with 800 mg of K2CO3 for 48 hours. The reaction mixture was diluted with H2O, rendered acidic with 6N HCl and extracted into CH2Cl2. Evaporation of the CH2Cl2 gave an oil that was chromatographed on silica gel by gradient elution with 50% CH2Cl2 /hexane to 75% CH2Cl2 /hexane to provide the title compound as a white sol...